This data is from the Open Reaction Database (ORD), a public repository of structured organic reaction records. The task is: describe an organic reaction: reactants, conditions, products, and yield The reactants are C(C)(C)(C)OP(=O)(OC(C)OC(N(C[C@H]1CN(C(O1)=O)C1=CC(=C(C=C1)N1CC2=NN(C=C2C1)C)F)C(C)=O)=O)OC(C)(C)C (Acetyl-{(R)-3-[3-fluoro-4-(2-methyl-2,6-dihydro-4H-pyrrolo[3,4-c]pyrazol-5-yl)-phenyl]-2-oxo-oxazolidin-5-ylmethyl}-carbamic acid 1-(di-tert-butoxy-phosphoryloxy)-ethyl ester), C(=O)(C(F)(F)F)O (TFA). The solvent is ClCCl (dichloromethane). Run at time 3 hour. The product is P(=O)(O)(O)OC(C)OC(N(C[C@H]1CN(C(O1)=O)C1=CC(=C(C=C1)N1CC2=NN(C=C2C1)C)F)C(C)=O)=O (Acetyl-{(R)-3-[3-fluoro-4-(2-methyl-2,6-dihydro-4H-pyrrolo[3,4-c]pyrazol-5-yl)-phenyl]-2-oxo-oxazolidin-5-ylmethyl}-carbamic acid 1-phosphonooxy-ethyl ester). RXN SMILES: C([O:5][P:6]([O:41]C(C)(C)C)([O:8][CH:9]([O:11][C:12](=[O:40])[N:13]([C:37](=[O:39])[CH3:38])[CH2:14][C@@H:15]1[O:19][C:18](=[O:20])[N:17]([C:21]2[CH:26]=[CH:25][C:24]([N:27]3[CH2:34][C:33]4[C:29](=[N:30][N:31]([CH3:35])[CH:32]=4)[CH2:28]3)=[C:23]([F:36])[CH:22]=2)[CH2:16]1)[CH3:10])=[O:7])(C)(C)C.C(O)(C(F)(F)F)=O>ClCCl>[P:6]([O:8][CH:9]([O:11][C:12](=[O:40])[N:13]([C:37](=[O:39])[CH3:38])[CH2:14][C@@H:15]1[O:19][C:18](=[O:20])[N:17]([C:21]2[CH:26]=[CH:25][C:24]([N:27]3[CH2:34][C:33]4[C:29](=[N:30][N:31]([CH3:35])[CH:32]=4)[CH2:28]3)=[C:23]([F:36])[CH:22]=2)[CH2:16]1)[CH3:10])([OH:7])([OH:41])=[O:5]. Reported procedure: To a solution of 17b (1 equiv) in dichloromethane is added TFA (3 equiv) and the reaction mixture is stirred at rt for 3 h. The reaction mixture is concentrated in vacuo, and purified directly by HPLC (C-18 column, 10-100% gradient elution, MeCN:H2O) to give the title compound. Theoretical MS 542 (M+1)+ Starting materials: CC(C)OC(=O)CCC1CCCC2C(CC(OC3CCCCO3)C2CO[Si](C)(C)C(C)(C)C)O1, CCCC[N+](CCCC)(CCCC)CCCC, [F-]. Product: CC(C)OC(=O)CCC1CCCC2C(CC(OC3CCCCO3)C2CO)O1. Reaction SMILES: [CH3:1][Si:2]([O:3][CH2:4][CH:5]1[CH:6]([O:23][CH:24]2[O:25][CH2:26][CH2:27][CH2:28][CH2:29]2)[CH2:7][CH:8]2[O:9][CH:10]([CH2:15][CH2:16][C:17](=[O:18])[O:19][CH:20]([CH3:21])[CH3:22])[CH2:11][CH2:12][CH2:13][CH:14]12)([CH3:30])[C:31]([CH3:32])([CH3:33])[CH3:34].[CH3:36][CH2:37][CH2:38][CH2:39][N+:40]([CH2:41][CH2:42][CH2:43][CH3:44])([CH2:45][CH2:46][CH2:47][CH3:48])[CH2:49][CH2:50][CH2:51][CH3:52].[F-:35]>>[OH:3][CH2:4][CH:5]1[CH:6]([O:23][CH:24]2[O:25][CH2:26][CH2:27][CH2:28][CH2:29]2)[CH2:7][CH:8]2[O:9][CH:10]([CH2:15][CH2:16][C:17](=[O:18])[O:19][CH:20]([CH3:21])[CH3:22])[CH2:11][CH2:12][CH2:13][CH:14]12. Starting materials: [BH4-], CO, O=Cc1ccc2c([N+](=O)[O-])cccc2n1, [Na+], C1CCOC1, O. Product: O=[N+]([O-])c1cccc2nc(CO)ccc12. As a reaction SMILES: [BH4-:21].[CH3:24][OH:25].[N+:1](=[O:2])([O-:3])[c:4]1[c:5]2[cH:6][cH:7][c:8]([CH:14]=[O:15])[n:9][c:10]2[cH:11][cH:12][cH:13]1.[Na+:22].[O:16]1[CH2:17][CH2:18][CH2:19][CH2:20]1.[OH2:23]>>[N+:1](=[O:2])([O-:3])[c:4]1[c:5]2[cH:6][cH:7][c:8]([CH2:14][OH:15])[n:9][c:10]2[cH:11][cH:12][cH:13]1. Reactants: [C@@H]1([C@H](O)[C@@H](O)[C@H](O)[C@H](O1)CO)OC1=NNC(=C1CC1=CC=C(C=C1)OC(C)C)C (3-(β-D-glucopyranosyloxy)-4-[(4-iso-propoxyphenyl)methyl]-5-methyl-1H-pyrazole), C(C1=CC=CC=C1)OC(=O)ON1C(CCC1=O)=O (N-(benzyloxycarbonyloxy)-succinimide). Run in O1CCCC1 (tetrahydrofuran). Product: C(C1=CC=CC=C1)OC(=O)N1N=C(C(=C1C)CC1=CC=C(C=C1)OC(C)C)O[C@H]1[C@H](O)[C@@H](O)[C@H](O)[C@H](O1)CO (1-(benzyloxycarbonyl)-3-(β-D-glucopyranosyloxy)-4-[(4-isopropoxyphenyl)methyl]-5-methylpyrazole). Yield: 75.3%. RXN SMILES: [C@@H:1]1([O:12][C:13]2[C:17]([CH2:18][C:19]3[CH:24]=[CH:23][C:22]([O:25][CH:26]([CH3:28])[CH3:27])=[CH:21][CH:20]=3)=[C:16]([CH3:29])[NH:15][N:14]=2)[O:9][C@H:8]([CH2:10][OH:11])[C@@H:6]([OH:7])[C@H:4]([OH:5])[C@H:2]1[OH:3].[CH2:30]([O:37][C:38](ON1C(=O)CCC1=O)=[O:39])[C:31]1[CH:36]=[CH:35][CH:34]=[CH:33][CH:32]=1>O1CCCC1>[CH2:30]([O:37][C:38]([N:15]1[C:16]([CH3:29])=[C:17]([CH2:18][C:19]2[CH:24]=[CH:23][C:22]([O:25][CH:26]([CH3:27])[CH3:28])=[CH:21][CH:20]=2)[C:13]([O:12][C@@H:1]2[O:9][C@H:8]([CH2:10][OH:11])[C@@H:6]([OH:7])[C@H:4]([OH:5])[C@H:2]2[OH:3])=[N:14]1)=[O:39])[C:31]1[CH:36]=[CH:35][CH:34]=[CH:33][CH:32]=1. Procedure details: To a solution of 3-(β-D-glucopyranosyloxy)-4-[(4-iso-propoxyphenyl)methyl]-5-methyl-1H-pyrazole (1.3 g) in tetrahydrofuran (30 mL) was added N-(benzyloxycarbonyloxy)-succinimide (1.6 g), and the mixture was heated under reflux overnight. The reaction mixture was concentrated under reduced pressure, and the residue was purified by column chromatography on silica gel (eluent: dichloromethane/methanol=10/1) to give 1-(benzyloxycarbonyl)-3-(β-D-glucopyranosyloxy)-4-[(4-isopropoxyphenyl)methyl]-5-met...